Dataset: the Open Reaction Database (ORD), a public repository of structured organic reaction records. Task: describe an organic reaction: reactants, conditions, products, and yield Starting materials: [OH-].[Na+] (Sodium hydroxide), ClC=1C=C(C=CC1OC(C)C)C1=NC(=NO1)C1=C2C=CN=C(C2=CC=C1)CCCC(=O)OCC (ethyl 4-[5-(5-{3-chloro-4-[(1-methylethyl)oxy]phenyl}-1,2,4-oxadiazol-3-yl)-1-isoquinolinyl]butanoate). Solvent: C(C)(C)O (isopropanol), O (water). Reaction conditions: temperature 70 celsius. Yields the product ClC=1C=C(C=CC1OC(C)C)C1=NC(=NO1)C1=C2C=CN=C(C2=CC=C1)CCCC(=O)O (4-[5-(5-{3-chloro-4-[(1-methylethyl)oxy]phenyl}-1,2,4-oxadiazol-3-yl)-1-isoquinolinyl]butanoic acid). The yield is 15.9%. RXN SMILES: [OH-].[Na+].[Cl:3][C:4]1[CH:5]=[C:6]([C:14]2[O:18][N:17]=[C:16]([C:19]3[CH:28]=[CH:27][CH:26]=[C:25]4[C:20]=3[CH:21]=[CH:22][N:23]=[C:24]4[CH2:29][CH2:30][CH2:31][C:32]([O:34]CC)=[O:33])[N:15]=2)[CH:7]=[CH:8][C:9]=1[O:10][CH:11]([CH3:13])[CH3:12]>C(O)(C)C.O>[Cl:3][C:4]1[CH:5]=[C:6]([C:14]2[O:18][N:17]=[C:16]([C:19]3[CH:28]=[CH:27][CH:26]=[C:25]4[C:20]=3[CH:21]=[CH:22][N:23]=[C:24]4[CH2:29][CH2:30][CH2:31][C:32]([OH:34])=[O:33])[N:15]=2)[CH:7]=[CH:8][C:9]=1[O:10][CH:11]([CH3:13])[CH3:12] |f:0.1|. Procedure details: Sodium hydroxide (16 mg) was added to a suspension of ethyl 4-[5-(5-{3-chloro-4-[(1-methylethyl)oxy]phenyl}-1,2,4-oxadiazol-3-yl)-1-isoquinolinyl]butanoate (D41; 0.1 g) in isopropanol (10 ml) and water (10 ml). The reaction mixture was heated to 70° C. for 2 hours. After cooling, isopropanol was evaporated in vacuo and the remaining aqueous solution was acidified with aq. HCl (0.5 N) to pH=1. The aqueous solution was extracted with DCM (2×20 ml). The organic fractions were combined and dried ove... The reactants are N1C=NC=C1 (Imidazole), OC1CCC(C(CC1)=O)C ((±) 5-hydroxy-2-methylcycloheptanone), [Si](C)(C)(C(C)(C)C)Cl (t-butyldimethylsilyl chloride). Run in CCOCC (ether), CN(C=O)C (dimethylformamide). Run at time 17 hour. Yields the product [Si](C)(C)(C(C)(C)C)OC1CCC(C(CC1)=O)C ((±) 5-t-butyldimethylsilyloxy-2-methylcycloheptanone). Yield: 100.9%. As a reaction SMILES: N1C=CN=C1.[OH:6][CH:7]1[CH2:13][CH2:12][C:11](=[O:14])[CH:10]([CH3:15])[CH2:9][CH2:8]1.[Si:16](Cl)([C:19]([CH3:22])([CH3:21])[CH3:20])([CH3:18])[CH3:17]>CN(C)C=O.CCOCC>[Si:16]([O:6][CH:7]1[CH2:13][CH2:12][C:11](=[O:14])[CH:10]([CH3:15])[CH2:9][CH2:8]1)([C:19]([CH3:22])([CH3:21])[CH3:20])([CH3:18])[CH3:17]. Procedure: Imidazole (2.45 g, 31.6 mmol) is added to a solution of (±) 5-hydroxy-2-methylcycloheptanone (2.03 g, 14.3 mmol) in dimethylformamide (35 ml) at 0° C. followed by t-butyldimethylsilyl chloride (2.38 g, 15.7 mmol) under nitrogen. The mixture is stirred at room temperature for 17 hours and then diluted with ether (100 ml) and washed three times with water. After drying (Na2SO4), the ether is removed in vacuo to afford (±) 5-t-butyldimethylsilyloxy-2-methylcycloheptanone (3.7 g, 100%). IR (neat)μ: ... The reactants are CS(C)=O, CCOC(C)=O, CCN(C(C)C)C(C)C, Cc1ccc(-n2nc(C(C)(C)C)cc2NC(=O)OCC(Cl)(Cl)Cl)cc1, Nc1ccc(-c2ccc(CN3CCOCC3)o2)c2ccccc12. Yields the product Cc1ccc(-n2nc(C(C)(C)C)cc2NC(=O)Nc2ccc(-c3ccc(CN4CCOCC4)o3)c3ccccc23)cc1. As a reaction SMILES: [CH3:58][S:59]([CH3:60])=[O:61].[CH3:62][CH2:63][O:64][C:65](=[O:66])[CH3:67].[CH:49]([N:50]([CH:51]([CH3:52])[CH3:53])[CH2:54][CH3:55])([CH3:56])[CH3:57].[Cl:1][C:2]([Cl:3])([Cl:4])[CH2:24][O:25][C:5](=[O:6])[NH:7][c:8]1[cH:9][c:10]([C:20]([CH3:21])([CH3:22])[CH3:23])[n:11][n:12]1-[c:13]1[cH:14][cH:15][c:16]([CH3:19])[cH:17][cH:18]1.[NH2:26][c:27]1[cH:28][cH:29][c:30](-[c:37]2[o:38][c:39]([CH2:42][N:43]3[CH2:44][CH2:45][O:46][CH2:47][CH2:48]3)[cH:40][cH:41]2)[c:31]2[cH:32][cH:33][cH:34][cH:35][c:36]12>>[C:5](=[O:6])([NH:7][c:8]1[cH:9][c:10]([C:20]([CH3:21])([CH3:22])[CH3:23])[n:11][n:12]1-[c:13]1[cH:14][cH:15][c:16]([CH3:19])[cH:17][cH:18]1)[NH:26][c:27]1[cH:28][cH:29][c:30](-[c:37]2[o:38][c:39]([CH2:42][N:43]3[CH2:44][CH2:45][O:46][CH2:47][CH2:48]3)[cH:40][cH:41]2)[c:31]2[cH:32][cH:33][cH:34][cH:35][c:36]12. The reactants are crude solution, C(=O)(OCC)N1CCC(CC1)(O)C1=C(C=CC=C1)OC(C)C (1-Carbethoxy-4-[2-(1-methylethoxy)phenyl]-4-piperidinol), Cl (HCl), [H][H] (hydrogen). The reagents and catalysts are [Pd] (palladium on carbon). Solvent: CO (MeOH). Product: C(=O)(OCC)N1CCC(CC1)C1=C(C=CC=C1)OC(C)C (Carbethoxy-4-[2-(1-methylethoxy)phenyl]piperidine). Isolated yield 86.0%. Reaction SMILES: [C:1]([N:6]1[CH2:11][CH2:10][C:9]([C:13]2[CH:18]=[CH:17][CH:16]=[CH:15][C:14]=2[O:19][CH:20]([CH3:22])[CH3:21])(O)[CH2:8][CH2:7]1)([O:3][CH2:4][CH3:5])=[O:2].Cl.[H][H]>[Pd].CO>[C:1]([N:6]1[CH2:7][CH2:8][CH:9]([C:13]2[CH:18]=[CH:17][CH:16]=[CH:15][C:14]=2[O:19][CH:20]([CH3:21])[CH3:22])[CH2:10][CH2:11]1)([O:3][CH2:4][CH3:5])=[O:2]. Procedure details: A crude solution of XV (36 g), 10% palladium on carbon (1.80 g), 5 mL of concentrated HCl and 125 mL of MeOH was shaken on a Parr apparatus under 55.5 psig of hydrogen at 22° C. for 3 d. The reaction was filtered over Celite, and concentrated to a residue. This material was partitioned between ether and water. The organic solution was dried (MgSO4), filtered, and concentrated to yield 29.34 g of XVI as a light yellow oil which was carried forward without further purification. The structure was s... Starting materials: BrC=1N=CC(=NC1)NC=1C=NC(=CC1)C(F)(F)F ((5-Bromo-pyrazin-2-yl)-(6-trifluoromethyl-pyridin-3-yl)-amine), COC(CC1CCC(CC1)C1=CC=C(C=C1)C1=NC=C(C=C1)Br)=O ({4-[4-(5-bromo-pyridin-2-yl)-phenyl]-cyclohexyl}-acetic acid methyl ester), C([O-])([O-])=O.[Na+].[Na+] (sodium carbonate). The reagents and catalysts are C=1C=CC(=CC1)[P](C=2C=CC=CC2)(C=3C=CC=CC3)[Pd]([P](C=4C=CC=CC4)(C=5C=CC=CC5)C=6C=CC=CC6)([P](C=7C=CC=CC7)(C=8C=CC=CC8)C=9C=CC=CC9)[P](C=1C=CC=CC1)(C=1C=CC=CC1)C=1C=CC=CC1 (Pd(PPh3)4). Solvent: COCCOC (DME). Reaction conditions: temperature 130 celsius. Product: COC(CC1CCC(CC1)C1=CC=C(C=C1)C1=NC=C(N=C1)NC=1C=NC(=CC1)C(F)(F)F)=O ((4-{4-[5-(6-Trifluoromethyl-pyridin-3-ylamino)-pyrazin-2-yl]-phenyl}-cyclohexyl)-acetic acid methyl ester). As a reaction SMILES: Br[C:2]1[N:3]=[CH:4][C:5]([NH:8][C:9]2[CH:10]=[N:11][C:12]([C:15]([F:18])([F:17])[F:16])=[CH:13][CH:14]=2)=[N:6][CH:7]=1.[CH3:19][O:20][C:21](=[O:42])[CH2:22][CH:23]1[CH2:28][CH2:27][CH:26]([C:29]2[CH:34]=[CH:33][C:32](C3C=CC(Br)=CN=3)=[CH:31][CH:30]=2)[CH2:25][CH2:24]1.C(=O)([O-])[O-].[Na+].[Na+]>C1C=CC([P]([Pd]([P](C2C=CC=CC=2)(C2C=CC=CC=2)C2C=CC=CC=2)([P](C2C=CC=CC=2)(C2C=CC=CC=2)C2C=CC=CC=2)[P](C2C=CC=CC=2)(C2C=CC=CC=2)C2C=CC=CC=2)(C2C=CC=CC=2)C2C=CC=CC=2)=CC=1.COCCOC>[CH3:19][O:20][C:21](=[O:42])[CH2:22][CH:23]1[CH2:24][CH2:25][CH:26]([C:29]2[CH:30]=[CH:31][C:32]([C:2]3[CH:7]=[N:6][C:5]([NH:8][C:9]4[CH:10]=[N:11][C:12]([C:15]([F:18])([F:17])[F:16])=[CH:13][CH:14]=4)=[CH:4][N:3]=3)=[CH:33][CH:34]=2)[CH2:27][CH2:28]1 |f:2.3.4,^1:52,54,73,92|. Procedure: A solution of (5-Bromo-pyrazin-2-yl)-(6-trifluoromethyl-pyridin-3-yl)-amine (0.072 g) and {4-[4-(5-bromo-pyridin-2-yl)-phenyl]-cyclohexyl}-acetic acid methyl ester (0.087 g) in 2 Ml DME was charged with 2 M sodium carbonate (1 Ml) and Pd(PPh3)4 (0.027 g, 0.1 equiv). The biphasic mixture was sparged with nitrogen for 3 min, then stirred at 130° C. under microwave heating for 30 min. The reaction was partitioned between EtOAc and water, and the organic extracts were dried over magnesium sulphate a... The reactants are CCO, CCN(C(C)C)C(C)C, CC(C)(C)OC(=O)N1CCCC2CNCC21, Nc1nc(Cl)cc(Cl)n1, O. The product is CC(C)(C)OC(=O)N1CCCC2CN(c3cc(Cl)nc(N)n3)CC21. RXN SMILES: [CH3:35][CH2:36][OH:37].[CH:17]([N:18]([CH2:19][CH3:20])[CH:21]([CH3:22])[CH3:23])([CH3:24])[CH3:25].[N:1]1([C:10](=[O:11])[O:12][C:13]([CH3:14])([CH3:15])[CH3:16])[CH:2]2[CH:3]([CH2:4][CH2:5][CH2:6]1)[CH2:7][NH:8][CH2:9]2.[NH2:26][c:27]1[n:28][c:29]([Cl:34])[cH:30][c:31]([Cl:33])[n:32]1.[OH2:38]>>[N:1]1([C:10](=[O:11])[O:12][C:13]([CH3:14])([CH3:15])[CH3:16])[CH:2]2[CH:3]([CH2:4][CH2:5][CH2:6]1)[CH2:7][N:8]([c:31]1[cH:30][c:29]([Cl:34])[n:28][c:27]([NH2:26])[n:32]1)[CH2:9]2. The reactants are CC=1C=[N+](C=C(C1)C)[O-] (3,5-dimethylpyridine 1-oxide), C(C)(=O)[O-].C(C)(=O)[O-].C(C)(=O)[O-].[Tl+3] (thallium(III) triacetate), BrBr (bromine). Solvent: C(C)(=O)O (acetic acid). Run at temperature 60 celsius. Yields the product BrC1=C(C=[N+](C=C1C)[O-])C (4-bromo-3,5-dimethylpyridine 1-oxide). The yield is 53.5%. As a reaction SMILES: [CH3:1][C:2]1[CH:3]=[N+:4]([O-:9])[CH:5]=[C:6]([CH3:8])[CH:7]=1.C([O-])(=O)C.C([O-])(=O)C.C([O-])(=O)C.[Tl+3].[Br:23]Br>C(O)(=O)C>[Br:23][C:7]1[C:6]([CH3:8])=[CH:5][N+:4]([O-:9])=[CH:3][C:2]=1[CH3:1] |f:1.2.3.4|. Reported procedure: To a solution of 3,5-dimethylpyridine 1-oxide (6.1 g, 50 mmol) in acetic acid (30 mL) was added thallium(III) triacetate (5.0 g, 13 mmol) and bromine (2.6 mL, 50 mmol). The resulting solution was heated at 60° C. overnight. The reaction was concentrated in vacuo, diluted with water and ethyl acetate. The organic layer was concentrated and residue was purified by silica gel chromatography to afford the desired product (5.40 g, 54%). 1H NMR (400 MHz, CDCl3): δ 7.96 (s, 2H), 2.38 (s, 6H). The reactants are N1C(CCCC1)CCOC1=CC=C(C=C1)C1=NC2=C(N1)C=CC(=C2)C(=O)N (2-[4-(2-piperidin-2-yl-ethoxy)-phenyl]-1H-benzoimidazole-5-carboxylic acid amide), ClC1=CC=C(C=O)C=C1 (p-chlorobenzaldehyde), C1(=CC=C(C=C1)C=O)C (p-tolualdehyde). Product: ClC1=CC=C(CN2CC(CCC2)COC2=CC=C(C=C2)C2=NC3=C(N2)C=CC(=C3)C(=O)N)C=C1 (2-{4-[1-(4-Chloro-benzyl)-piperidin-3-ylmethoxy]-phenyl}-1H-benzoimidazole-5-carboxylic acid amide). Reaction SMILES: [NH:1]1[CH2:6][CH2:5][CH2:4][CH2:3][CH:2]1[CH2:7][CH2:8][O:9][C:10]1[CH:15]=[CH:14][C:13]([C:16]2[NH:20][C:19]3[CH:21]=[CH:22][C:23]([C:25]([NH2:27])=[O:26])=[CH:24][C:18]=3[N:17]=2)=[CH:12][CH:11]=1.[Cl:28][C:29]1C=CC(C=O)=[CH:31][CH:30]=1.[C:37]1(C)[CH:42]=CC(C=O)=C[CH:38]=1>>[Cl:28][C:29]1[CH:30]=[CH:31][C:5]([CH2:6][N:1]2[CH2:42][CH2:37][CH2:38][CH:7]([CH2:8][O:9][C:10]3[CH:11]=[CH:12][C:13]([C:16]4[NH:20][C:19]5[CH:21]=[CH:22][C:23]([C:25]([NH2:27])=[O:26])=[CH:24][C:18]=5[N:17]=4)=[CH:14][CH:15]=3)[CH2:2]2)=[CH:4][CH:3]=1. Reported procedure: This compound was prepared using the methods outlined in Example 27, substituting 2-[4-(piperidin-3-ylmethoxy)-phenyl]-1H-benzoimidazole-5-carboxylic acid amide for 2-[4-(2-piperidin-2-yl-ethoxy)-phenyl]-1H-benzoimidazole-5-carboxylic acid amide and p-chlorobenzaldehyde for p-tolualdehyde. HPLC (Method C): Rt=4.57. MS (ESI+): mass calcd. for C27H27ClN4O2, 474.18; m/z found, 475.3 [M+H]+. 1H NMR (500 MHz, CD3OD): 8.13 (s, 1H), 8.00 (d, J=8.8 Hz, 2H), 7.85 (dd, J=1.5, 8.7 Hz, 1H), 7.63 (d, J=8.5 H... The reactants are amine, FC1=C(C(=C(C(=C1)F)F)NC1=C(C=C(C=C1)I)F)N (3,5,6-trifluoro-N1-(2-fluoro-4-iodophenyl)benzene-1,2-diamine), S(=O)(=O)(Cl)Cl (sulfonyl chloride), C(C=C)C1(CC1)S(=O)(=O)Cl (1-allyl-cyclopropanesulfonyl chloride). Solvent: N1=CC=CC=C1 (pyridine). Run at temperature 40 celsius, time 48 hour. Product: FC=1C(=C(C(=CC1F)F)NS(=O)(=O)C1(CC1)CC=C)NC1=C(C=C(C=C1)I)F (1-Allyl-cyclopropanesulfonic acid [3,4,6-trifluoro-2-(2-fluoro-4-iodo-phenylamino)phenyl]-amide). RXN SMILES: [F:1][C:2]1[CH:7]=[C:6]([F:8])[C:5]([F:9])=[C:4]([NH:10][C:11]2[CH:16]=[CH:15][C:14]([I:17])=[CH:13][C:12]=2[F:18])[C:3]=1[NH2:19].S(Cl)(Cl)(=O)=O.[CH2:25]([C:28]1([S:31](Cl)(=[O:33])=[O:32])[CH2:30][CH2:29]1)[CH:26]=[CH2:27]>N1C=CC=CC=1>[F:9][C:5]1[C:4]([NH:10][C:11]2[CH:16]=[CH:15][C:14]([I:17])=[CH:13][C:12]=2[F:18])=[C:3]([NH:19][S:31]([C:28]2([CH2:25][CH:26]=[CH2:27])[CH2:30][CH2:29]2)(=[O:33])=[O:32])[C:2]([F:1])=[CH:7][C:6]=1[F:8]. Procedure details: To a stirred solution of the amine, i.e., 3,5,6-trifluoro-N1-(2-fluoro-4-iodophenyl)benzene-1,2-diamine, (1 eq) in anhydrous pyridine (5 ml/mmole) was added the sulfonyl chloride, i.e., 1-allyl-cyclopropanesulfonyl chloride, (1-5 eq). The reaction mixture was stirred at 40° C. for 48 hours. The reaction mixture was partitioned with water and EtOAc. The organic layer was washed with brine, dried (MGSO4) and concentrated under reduced pressure. The residue was purified by flash column chromatograp... The reactants are C1CCOC1, CNN, CC(C)(C)OC(=O)N(C1COCCOC1)N1C(=O)c2ccccc2C1=O. Reaction SMILES: [CH2:30]1[O:31][CH2:32][CH2:33][CH2:34]1.[CH3:1][NH:2][NH2:3].[O:4]1[CH2:5][CH2:6][O:7][CH2:8][CH:9]([N:11]([C:12]([O:13][C:14]([CH3:15])([CH3:16])[CH3:17])=[O:18])[N:19]2[C:20](=[O:21])[c:22]3[c:23]([cH:24][cH:25][cH:26][cH:27]3)[C:28]2=[O:29])[CH2:10]1>>[O:4]1[CH2:5][CH2:6][O:7][CH2:8][CH:9]([N:11]([C:12]([O:13][C:14]([CH3:15])([CH3:16])[CH3:17])=[O:18])[NH2:19])[CH2:10]1. The product is CC(C)(C)OC(=O)N(N)C1COCCOC1.